Dataset: the Open Reaction Database (ORD), a public repository of structured organic reaction records. Task: describe an organic reaction: reactants, conditions, products, and yield Reactants: solution, C(#C)[Mg]Cl (ethynyl-magnesium chloride), CC(C=CC(C)=O)CC (5-methyl-hept-3-en-2-one). Solvent: O1CCCC1 (tetrahydrofuran). Yields the product CC(C#C)(C=CC(CC)C)O (3,6-dimethyl-oct-4-en-1-yn-3-ol). The yield is 83.0%. RXN SMILES: [CH3:1][CH:2]([CH2:8][CH3:9])[CH:3]=[CH:4][C:5](=[O:7])[CH3:6].[C:10]([Mg]Cl)#[CH:11]>O1CCCC1>[CH3:6][C:5]([OH:7])([CH:4]=[CH:3][CH:2]([CH3:1])[CH2:8][CH3:9])[C:10]#[CH:11]. Procedure: 126 g (1 mole) of 5-methyl-hept-3-en-2-one are added in the course of 1 hour, with stirring, to 1 liter of a 1.1 molar solution of ethynyl-magnesium chloride in tetrahydrofuran, at 10° C. After allowing about a further hour for reaction, the mixture is worked up similarly to Example 1. 126 g of 3,6-dimethyl-oct-4-en-1-yn-3-ol, of boiling point 41° C./0.05 mbar and nD25 =1.4514, are obtained. This corresponds to a yield of 83% of theory. Scent: woody, herbal, fatty.